From a dataset of the Open Reaction Database (ORD), a public repository of structured organic reaction records. describe an organic reaction: reactants, conditions, products, and yield Reactants: CC1=C(C=CC=C1C)C(C(C1=CC=CC=C1)(F)F)(F)F (2,3-dimethyl-α,α,α',α'-tetrafluorobibenzyl), BrN1C(CCC1=O)=O (N-bromosuccinimide), C(C1=CC=CC=C1)(=O)OOC(C1=CC=CC=C1)=O (benzoyl peroxide). Run in C(Cl)(Cl)(Cl)Cl (carbon tetrachloride). The product is CC1=C(CBr)C=CC=C1C(C(C1=CC=CC=C1)(F)F)(F)F (2-Methyl-3-(α,α,β,β-tetrafluorophenethyl)-benzyl bromide). Reaction SMILES: [CH3:1][C:2]1[C:7]([CH3:8])=[CH:6][CH:5]=[CH:4][C:3]=1[C:9]([F:20])([F:19])[C:10]([F:18])([F:17])[C:11]1[CH:16]=[CH:15][CH:14]=[CH:13][CH:12]=1.[Br:21]N1C(=O)CCC1=O.C(OOC(=O)C1C=CC=CC=1)(=O)C1C=CC=CC=1>C(Cl)(Cl)(Cl)Cl>[CH3:1][C:2]1[C:3]([C:9]([F:19])([F:20])[C:10]([F:17])([F:18])[C:11]2[CH:12]=[CH:13][CH:14]=[CH:15][CH:16]=2)=[CH:4][CH:5]=[CH:6][C:7]=1[CH2:8][Br:21]. Procedure details: A mixture of 4.0 g. (0.0142 mole) of 2,3-dimethyl-α,α,α',α'-tetrafluorobibenzyl, 2.52 g. (0.0142 mole) of N-bromosuccinimide, about 50 mg. of benzoyl peroxide, and 100 ml. of carbon tetrachloride is stirred at reflux for 21/2 hours. After cooling, the precipitate of succinimide is removed by filtration and the filtrate is evaporated to dryness under reduced pressure. The residual solid is recrystallized from petroleum ether to yield the white crystalline product, m.p. 67°-71°C. Repeated recrysta... Starting materials: 3-[, C(C=C)OCC(=O)C1=C(C#N)C=CC=C1 ((2-(2-propenyloxy)acetyl]benzonitrile), O (water), [C-]#N.[K+] (potassium cyanide), C([O-])([O-])=O.[NH4+].[NH4+] (ammonium carbonate), CCO (EtOH). Run at temperature 55 celsius. Product: O=C1NC(C(N1)(COCC=C)C=1C=C(C#N)C=CC1)=O (3-[2,5-Dioxo-4-[(2-propenyloxy)methyl]imidazolidin-4-yl]benzonitrile). As a reaction SMILES: [CH2:1]([O:4][CH2:5][C:6]([C:8]1[CH:15]=[CH:14][CH:13]=[CH:12][C:9]=1C#N)=O)[CH:2]=[CH2:3].O.[C-:17]#[N:18].[K+].[C:20](=[O:23])([O-])[O-].[NH4+:24].[NH4+:25].C[CH2:27][OH:28]>>[O:28]=[C:27]1[NH:25][C:6]([C:8]2[CH:9]=[C:12]([CH:13]=[CH:14][CH:15]=2)[C:17]#[N:18])([CH2:5][O:4][CH2:1][CH:2]=[CH2:3])[C:20](=[O:23])[NH:24]1 |f:2.3,4.5.6|. Reported procedure: To a solution of 450 mg of 3-[(2-(2-propenyloxy)acetyl]benzonitrile (in EtOH (5 mL) and water (5 mL) 291 mg of potassium cyanide and ammonium carbonate are added. The mixture is refluxed one night at 55° C. The mixture is extracted with ethyl acetate, dried over magnesium sulfate and concentrated under vacuum to give the desired compound.